From a dataset of the Open Reaction Database (ORD), a public repository of structured organic reaction records. describe an organic reaction: reactants, conditions, products, and yield The reactants are CC1(C2CCC(C2)(C1=S)C)C (Thiofenchone), COC1=CC=C(C=C1)[Te](=O)C1=CC=C(C=C1)OC (bis-(p-methoxyphenyl)telluroxide). As a reaction SMILES: [CH3:1][C:2]1([CH3:11])[C:8](=S)[C:6]2([CH3:10])[CH2:7][CH:3]1[CH2:4][CH2:5]2.C[O:13]C1C=CC([Te](C2C=CC(OC)=CC=2)=O)=CC=1>>[CH3:1][C:2]1([CH3:11])[C:8](=[O:13])[C:6]2([CH3:10])[CH2:7][CH:3]1[CH2:4][CH2:5]2. Procedure details: Thiofenchone (23 mg, 0.14 mmol) was reacted with bis-(p-methoxyphenyl)telluroxide for 42 h. Fenchone (5 mg, 23%) νmax 1965,1930,1875,1742,1465,1385 and 1025 cm-1 was obtained after p.l.c. (petroleum ether-ethyl acetate 20:1). A low yield was obtained due to volatility of the product. Sulphur and bis-(p-methoxyphenyl)telluride were, however, isolated in 75 and 81% yields respectively. Yields the product CC1(C2CCC(C2)(C1=O)C)C (Fenchone). The yield is 23.0%. Starting materials: C1CCOC1, C[Si](C)(C)N[Si](C)(C)C, Cc1nc(-c2cccnc2F)c2ncn(C3CCCCO3)c2n1, [Li], CC(=O)Nc1ccc(N)cc1Cl, [Na+], O=C([O-])O. Product: CC(=O)Nc1ccc(Nc2ncccc2-c2nc(C)nc3c2ncn3C2CCCCO2)cc1Cl. As a reaction SMILES: [CH2:46]1[O:47][CH2:48][CH2:49][CH2:50]1.[CH3:36][Si:37]([NH:38][Si:39]([CH3:40])([CH3:41])[CH3:42])([CH3:43])[CH3:44].[F:1][c:2]1[n:3][cH:4][cH:5][cH:6][c:7]1-[c:8]1[c:9]2[n:10][cH:11][n:12]([CH:18]3[O:19][CH2:20][CH2:21][CH2:22][CH2:23]3)[c:13]2[n:14][c:15]([CH3:17])[n:16]1.[Li:45].[NH2:24][c:25]1[cH:26][c:27]([Cl:35])[c:28]([NH:31][C:32]([CH3:33])=[O:34])[cH:29][cH:30]1.[Na+:55].[O-:51][C:52]([OH:53])=[O:54]>>[c:2]1([NH:24][c:25]2[cH:26][c:27]([Cl:35])[c:28]([NH:31][C:32]([CH3:33])=[O:34])[cH:29][cH:30]2)[n:3][cH:4][cH:5][cH:6][c:7]1-[c:8]1[c:9]2[n:10][cH:11][n:12]([CH:18]3[O:19][CH2:20][CH2:21][CH2:22][CH2:23]3)[c:13]2[n:14][c:15]([CH3:17])[n:16]1.